From a dataset of the Open Reaction Database (ORD), a public repository of structured organic reaction records. describe an organic reaction: reactants, conditions, products, and yield Starting materials: NC=1N=C(C2=C(N1)N(C=C2)[C@H]2[C@H](OC)[C@H](O)[C@H](O2)CO)Cl (2-Amino-4-chloro-7-(2-O-methyl-β-D-ribofuranosyl)-7H-pyrrolo[2,3-d]pyrimidine), NC(=S)N (thiourea). The solvent is CCO (EtOH). The product is NC=1NC(C2=C(N1)N(C=C2)[C@H]2[C@H](OC)[C@H](O)[C@H](O2)CO)=S (2-Amino-7-(2-O-methyl-β-D-ribofuranosyl)-7H-pyrrolo[2,3-d]pyrimidin-4(3H)-thione). As a reaction SMILES: [NH2:1][C:2]1[N:3]=[C:4](Cl)[C:5]2[CH:10]=[CH:9][N:8]([C@@H:11]3[O:18][C@H:17]([CH2:19][OH:20])[C@@H:15]([OH:16])[C@H:12]3[O:13][CH3:14])[C:6]=2[N:7]=1.NC(N)=[S:24]>CCO>[NH2:1][C:2]1[NH:3][C:4](=[S:24])[C:5]2[CH:10]=[CH:9][N:8]([C@@H:11]3[O:18][C@H:17]([CH2:19][OH:20])[C@@H:15]([OH:16])[C@H:12]3[O:13][CH3:14])[C:6]=2[N:7]=1. Procedure details: A solution of the compound from Example 11, Step C (1.5 g, 5 mmol), thiourea (0.4 g, 5.2 mmol.) in abs. EtOH was refluxed for 16 hrs. The solution was evaporated and the resulting oil chromatographed on silica gel (EtOAc/MeOH:9/1) to afford the desired product as a foam. The reactants are Cc1noc(C)c1CO, ClCCl. Yields the product Cc1noc(C)c1C=O. As a reaction SMILES: [CH3:1][c:2]1[n:3][o:4][c:5]([CH3:9])[c:6]1[CH2:7][OH:8].[Cl:10][CH2:11][Cl:12]>>[CH3:1][c:2]1[n:3][o:4][c:5]([CH3:9])[c:6]1[CH:7]=[O:8]. Reactants: C(\C=C/C(=O)O)(=O)O (maleic acid), C1(=CC=CC=C1)S(=O)(=O)CCNC(C)C (N-(2-phenylsulfonylethyl)-2-propanamine), NCCCN1CCN(CC1)C (1-(3-aminopropyl)-4-methylpiperazine), C(=O)(N1C=NC=C1)N1C=NC=C1 (1,1'-carbonyldiimidazole). The solvent is CO (methanol), O1CCCC1 (tetrahydrofuran), CO (methanol), O1CCCC1 (tetrahydrofuran). Conditions: time 1 hour. Product: C(\C=C/C(=O)O)(=O)O.CC(C)N(C(=O)NCCCN1CCN(CC1)C)CCS(=O)(=O)C1=CC=CC=C1 (N-(1-Methylethyl)-N'-[3-(4-methyl-1-piperazinyl)propyl]-N-[2-(phenylsulfonyl)ethyl]urea maleate). Yield: 68.8%. RXN SMILES: [NH2:1][CH2:2][CH2:3][CH2:4][N:5]1[CH2:10][CH2:9][N:8]([CH3:11])[CH2:7][CH2:6]1.[C:12](N1C=CN=C1)(N1C=CN=C1)=[O:13].[C:24]1([S:30]([CH2:33][CH2:34][NH:35][CH:36]([CH3:38])[CH3:37])(=[O:32])=[O:31])[CH:29]=[CH:28][CH:27]=[CH:26][CH:25]=1.[C:39]([OH:46])(=[O:45])/[CH:40]=[CH:41]\[C:42]([OH:44])=[O:43]>O1CCCC1.CO>[C:39]([OH:46])(=[O:45])/[CH:40]=[CH:41]\[C:42]([OH:44])=[O:43].[CH3:37][CH:36]([N:35]([CH2:34][CH2:33][S:30]([C:24]1[CH:25]=[CH:26][CH:27]=[CH:28][CH:29]=1)(=[O:31])=[O:32])[C:12]([NH:1][CH2:2][CH2:3][CH2:4][N:5]1[CH2:6][CH2:7][N:8]([CH3:11])[CH2:9][CH2:10]1)=[O:13])[CH3:38] |f:6.7|. Procedure details: A mixture of 6.00 g (0.035 mole) of 1-(3-aminopropyl)-4-methylpiperazine and 6.97 g (0.043 mole) of 1,1'-carbonyldiimidazole in 400 ml of tetrahydrofuran was stirred at room temperature for 1 hr. A solution of 8.17 g (0.036 mole) of N-(2-phenylsulfonylethyl)-2-propanamine in 100 ml of tetrahydrofuran was added, and the mixture was refluxed for 16 hr. The solvent was removed in vacuo and the residue was partitioned between methylene chloride and water. The solution was dried over magnesium sulfat... Reactants: ClS(=O)(=O)N=C=O (Chlorosulfonyl isocyanate), FC(C(=O)O)(F)F.NC1=C(C2=C(S1)C1=CC=CC=C1C2)C(=O)N (2-amino-4H-indeno[1,2-b]thiophene-3-carboxylic acid amide trifluoroacetate), O (Water). Solvent: ClCCl (dichloromethane). Run at time 30 minute. Yields the product C(=O)(C(F)(F)F)O (TFA), N(C(=O)N)C1=C(C2=C(S1)C1=CC=CC=C1C2)C(=O)N (2-Ureido-4H-indeno[1,2-b]thiophene-3-carboxylic acid amide). Isolated yield 255.9%. As a reaction SMILES: ClS([N:5]=[C:6]=[O:7])(=O)=O.[F:8][C:9]([F:14])([F:13])[C:10]([OH:12])=[O:11].[NH2:15][C:16]1[S:20][C:19]2[C:21]3[C:26]([CH2:27][C:18]=2[C:17]=1[C:28]([NH2:30])=[O:29])=[CH:25][CH:24]=[CH:23][CH:22]=3.O>ClCCl>[C:10]([OH:12])([C:9]([F:14])([F:13])[F:8])=[O:11].[NH:15]([C:16]1[S:20][C:19]2[C:21]3[C:26]([CH2:27][C:18]=2[C:17]=1[C:28]([NH2:30])=[O:29])=[CH:25][CH:24]=[CH:23][CH:22]=3)[C:6]([NH2:5])=[O:7] |f:1.2|. Procedure: Chlorosulfonyl isocyanate (0.025 g, 0.17 mL) was added dropwise to a stirred solution of 2-amino-4H-indeno[1,2-b]thiophene-3-carboxylic acid amide trifluoroacetate (0.040 g, 0.17 mmol) in dry dichloromethane (2 mL). The resulting reaction mixture was stirred under nitrogen for 30 min. Water (0.5 mL) was then added to the reaction mixture and the reaction mixture was allowed to stir an additional 10 minutes before the solvent was removed under vacuo. The residue was then purified on Gilson prepar... Reactants: Fc1cc2c(cc1Br)NCC2, Cc1cc2c(=O)[nH]cnc2cn1, Cl. Yields the product Cc1cc2c(N3CCc4cc(F)c(Br)cc43)ncnc2cn1, Cl. RXN SMILES: [Br:13][c:14]1[c:15]([F:23])[cH:16][c:17]2[c:21]([cH:22]1)[NH:20][CH2:19][CH2:18]2.[CH3:1][c:2]1[cH:3][c:4]2[c:5]([n:6][cH:7][nH:8][c:9]2=[O:10])[cH:11][n:12]1.[ClH:24]>>[CH3:1][c:2]1[cH:3][c:4]2[c:5]([n:6][cH:7][n:8][c:9]2[N:20]2[CH2:19][CH2:18][c:17]3[cH:16][c:15]([F:23])[c:14]([Br:13])[cH:22][c:21]32)[cH:11][n:12]1.[ClH:24]. The reactants are C(C)(C)(C)OC(NC(C)(C)C1=NC=C(C=C1)N(CC1=CC=CC=C1)CC1=CC=CC=C1)=O ([1-(5-Dibenzylamino-pyridin-2-yl)-1-methyl-ethyl]carbamic acid tert-butyl ester), CO.C(Cl)(Cl)Cl (MeOH CHCl3). Reagents/catalysts: [OH-].[OH-].[Pd+2] (Pd(OH)2). The solvent is CO (methanol). Conditions: time 16 hour. Yields the product C(C)(C)(C)OC(NC(C)(C)C1=NC=C(C=C1)N)=O ([1-(5-Amino-pyridin-2-yl)-1-methyl-ethyl]carbamic acid tert-butyl ester). As a reaction SMILES: [C:1]([O:5][C:6](=[O:32])[NH:7][C:8]([C:11]1[CH:16]=[CH:15][C:14]([N:17](CC2C=CC=CC=2)CC2C=CC=CC=2)=[CH:13][N:12]=1)([CH3:10])[CH3:9])([CH3:4])([CH3:3])[CH3:2].CO.C(Cl)(Cl)Cl>CO.[OH-].[OH-].[Pd+2]>[C:1]([O:5][C:6](=[O:32])[NH:7][C:8]([C:11]1[CH:16]=[CH:15][C:14]([NH2:17])=[CH:13][N:12]=1)([CH3:10])[CH3:9])([CH3:2])([CH3:3])[CH3:4] |f:1.2,4.5.6|. Reported procedure: To a solution of 42 (700 mg, 1.6 mmol) in methanol (30 mL) was added 20% Pd(OH)2 (1.25 g) and hydrogenated at 50 psi for 16 h. The reaction mixture was filtered through a pad of Celite and the filtrate was evaporated. The crude compound was purified by silica gel column chromatography (100-200 mesh, eluting with 5% MeOH/CHCl3) to obtain A4-13 (250 mg, 61%) as a white solid. Rf: 0.3 (10% MeOH/CHCl3), (m/z): 252 [MH]+; 1H NMR (400 MHz, DMSO-d6): δ 7.81 (1H, d, J=2.8 Hz), 7.08 (1H, d, J=8.4 Hz), 6.... The reactants are CCOC(C)=O, CO, NC1(C(=O)O)CCC(c2ccc(Br)cc2)C1, O=S(Cl)Cl. Reaction SMILES: [CH3:21][CH2:22][O:23][C:24]([CH3:25])=[O:26].[CH3:27][OH:28].[NH2:1][C:2]1([C:14](=[O:15])[OH:16])[CH2:3][CH:4]([c:7]2[cH:8][cH:9][c:10]([Br:13])[cH:11][cH:12]2)[CH2:5][CH2:6]1.[S:17]([Cl:18])([Cl:19])=[O:20]>>[NH2:1][C:2]1([C:14]([O:15][CH3:21])=[O:16])[CH2:3][CH:4]([c:7]2[cH:8][cH:9][c:10]([Br:13])[cH:11][cH:12]2)[CH2:5][CH2:6]1. Product: COC(=O)C1(N)CCC(c2ccc(Br)cc2)C1.